Dataset: the Open Reaction Database (ORD), a public repository of structured organic reaction records. Task: describe an organic reaction: reactants, conditions, products, and yield Starting materials: BrC1=CC2=CC=C(C=C2C=C1)Br (2,6-dibromonaphthalene), Cl (hydrochloric acid), C(CCC)[Li] (n-butyllithium), B(OC)(OC)OC (trimethyl borate). The solvent is CCCCCC (hexane), O1CCCC1 (tetrahydrofuran). Run at temperature -78 celsius, time 20 minute. Product: BrC=1C=C2C=CC(=CC2=CC1)B(O)O (6-bromonaphthalene-2-boronic acid). Yield: 35.0%. RXN SMILES: [Br:1][C:2]1[CH:11]=[CH:10][C:9]2[C:4](=[CH:5][CH:6]=[C:7](Br)[CH:8]=2)[CH:3]=1.C([Li])CCC.[B:18](OC)([O:21]C)[O:19]C.Cl>CCCCCC.O1CCCC1>[Br:1][C:2]1[CH:3]=[C:4]2[C:9](=[CH:10][CH:11]=1)[CH:8]=[C:7]([B:18]([OH:21])[OH:19])[CH:6]=[CH:5]2. Reported procedure: First, 5.0 g of 2,6-dibromonaphthalene was placed into a 500-mL three-neck flask, and the air in the flask was replaced with nitrogen. To this compound was added 200 mL of tetrahydrofuran (THF), and this solution was stirred at −78° C. for 20 minutes. Then, 12 mL of a 1.7M hexane solution of n-butyllithium (n-BuLi) was dripped into this mixture solution, followed by stirring at −78° C. for 2 hours. After the predetermined time had elapsed, 3.5 mL of trimethyl borate was added to the mixture and ... The solvent is C1CCOC1 (THF). Yield: 98.3%. Yields the product N1(N=NN=C1)C1=CC=C(NC2CCN(CC2)C(=O)OC(C)(C)C)C=C1 (tert-Butyl 4-[4-(1H-Tetrazol-1-yl)anilino]-1-piperidinecarboxylate). As a reaction SMILES: [N:1]1([C:6]2[CH:12]=[CH:11][C:9]([NH2:10])=[CH:8][CH:7]=2)[CH:5]=[N:4][N:3]=[N:2]1.[C:13]([O:17][C:18]([N:20]1[CH2:25][CH2:24][C:23](=O)[CH2:22][CH2:21]1)=[O:19])([CH3:16])([CH3:15])[CH3:14].C(O)(=O)C.C(O[BH-](OC(=O)C)OC(=O)C)(=O)C.[Na+].C(=O)([O-])O.[Na+]>C1COCC1>[N:1]1([C:6]2[CH:12]=[CH:11][C:9]([NH:10][CH:23]3[CH2:24][CH2:25][N:20]([C:18]([O:17][C:13]([CH3:16])([CH3:15])[CH3:14])=[O:19])[CH2:21][CH2:22]3)=[CH:8][CH:7]=2)[CH:5]=[N:4][N:3]=[N:2]1 |f:3.4,5.6|. Reported procedure: To a solution of 4-(1H-tetrazol-1-yl)aniline (2 g, 12.4 mmol) and 1-tert-butoxycarbonyl-4-piperidone (3.71 g, 18.6 mmol) in THF (15 ml) were added acetic acid (1.42 ml, 24.8 mmol) and sodium triacetoxyborohydride (4 g, 18.6 mmol), successively, under ice cooling, and the mixture was stirred for 20 hours. To the mixture was added sodium triacetoxyborohydride (4 g, 18.6 mmol), and the mixture was stirred at room temperature for 20 hours. To the mixture was added saturated aqueous solution of sodiu... Conditions: time 20 hour. Starting materials: N1(N=NN=C1)C1=CC=C(N)C=C1 (4-(1H-tetrazol-1-yl)aniline), C(C)(C)(C)OC(=O)N1CCC(CC1)=O (1-tert-butoxycarbonyl-4-piperidone), C(C)(=O)O (acetic acid), C(C)(=O)O[BH-](OC(C)=O)OC(C)=O.[Na+] (sodium triacetoxyborohydride), C(C)(=O)O[BH-](OC(C)=O)OC(C)=O.[Na+] (sodium triacetoxyborohydride), C(O)([O-])=O.[Na+] (sodium hydrogencarbonate). Reactants: ClCCl, C[N+]1([O-])CCOCC1, C=CC=CC=CCCC(O)CC, CC#N, CCC[N+](CCC)(CCC)CCC, CCCCCC, O=[Ru](=O)(=O)[O-]. Product: C=CC=CC=CCCC(=O)CC. RXN SMILES: [CH2:13]([Cl:14])[Cl:15].[CH3:16][N+:17]1([O-:23])[CH2:18][CH2:19][O:20][CH2:21][CH2:22]1.[CH3:1][CH2:2][CH:3]([CH2:4][CH2:5][CH:6]=[CH:7][CH:8]=[CH:9][CH:10]=[CH2:11])[OH:12].[CH3:24][C:25]#[N:26].[CH3:32][CH2:33][CH2:34][N+:35]([CH2:36][CH2:37][CH3:38])([CH2:39][CH2:40][CH3:41])[CH2:42][CH2:43][CH3:44].[CH3:45][CH2:46][CH2:47][CH2:48][CH2:49][CH3:50].[O-:27][Ru:28](=[O:29])(=[O:30])=[O:31]>>[CH3:1][CH2:2][C:3]([CH2:4][CH2:5][CH:6]=[CH:7][CH:8]=[CH:9][CH:10]=[CH2:11])=[O:12]. Reactants: BrC=1C=C2C(=CNC2=CC1)CC=1C=NC=CC1 (5-Bromo-3-(pyridin-3-ylmethyl)-1H-indole), [Cu](C#N)C#N (copper cyanide), ice ammonium hydroxide. Solvent: CN(C=O)C (dimethylformamide). Yields the product C(#N)C=1C=C2C(=CNC2=CC1)CC=1C=NC=CC1 (5-Cyano-3-(pyridin-3-ylmethyl)-1H-indole). As a reaction SMILES: Br[C:2]1[CH:3]=[C:4]2[C:8](=[CH:9][CH:10]=1)[NH:7][CH:6]=[C:5]2[CH2:11][C:12]1[CH:13]=[N:14][CH:15]=[CH:16][CH:17]=1.[Cu](C#N)[C:19]#[N:20]>CN(C)C=O>[C:19]([C:2]1[CH:3]=[C:4]2[C:8](=[CH:9][CH:10]=1)[NH:7][CH:6]=[C:5]2[CH2:11][C:12]1[CH:13]=[N:14][CH:15]=[CH:16][CH:17]=1)#[N:20]. Procedure details: A mixture of compound of Description 3 [5-Bromo-3-(pyridin-3-ylmethyl)-1H-indole] (1.1 g; 0.0038 mol) and copper cyanide (0.86 g; 0.0096 mol) in dimethylformamide (35 ml) was treated at 140° C. for 8 hours. The reaction mixture was poured into an ice ammonium hydroxide solution and the product was extracted with ethyl acetate. The organic extract was dried (MgSO4) and evaporated under vacuum. After purification by Flash Chromatography on silica gel using as eluent methylene chloride/methanol (97...